The task is: describe an organic reaction: reactants, conditions, products, and yield. This data is from the Open Reaction Database (ORD), a public repository of structured organic reaction records. Reactants: B.[Na] (sodium boron hydride), C(CCCCCC)OC1=CC=C(C=O)C=C1 (p-heptyloxybenzaldehyde), Cl (HCl), O (water). The solvent is C(C)(C)O (isopropyl alcohol), C(C)(C)O (isopropyl alcohol). Conditions: temperature 70 celsius, time 3 hour. The product is C(CCCCCC)OC1=CC=C(CO)C=C1 (p-heptyloxybenzyl alcohol). Yield: 62.4%. RXN SMILES: B.[Na].[CH2:3]([O:10][C:11]1[CH:18]=[CH:17][C:14]([CH:15]=[O:16])=[CH:13][CH:12]=1)[CH2:4][CH2:5][CH2:6][CH2:7][CH2:8][CH3:9].Cl.O>C(O)(C)C>[CH2:3]([O:10][C:11]1[CH:12]=[CH:13][C:14]([CH2:15][OH:16])=[CH:17][CH:18]=1)[CH2:4][CH2:5][CH2:6][CH2:7][CH2:8][CH3:9] |f:0.1,^1:1|. Procedure details: A suspention of sodium boron hydride (6.9 g) in isopropyl alcohol (500 ml) was dropwise added to a solution of p-heptyloxybenzaldehyde (119 g) in isopropyl alcohol (300 ml), followed by heating the mixture to 70° C. to form a uniform solution, which was then agitated at 70° C. for 3 hours and allowed to stand overnight, followed by adding 6N-HCl (100 ml) and water (200 ml), heating the mixture to 60° C., distilling off most of the solvent, extracting with toluene, washing with water, washing wit...